From a dataset of the Open Reaction Database (ORD), a public repository of structured organic reaction records. describe an organic reaction: reactants, conditions, products, and yield The reactants are CCOC(C)=O, COC(=O)c1cccc(OCC#N)c1, Cl, [O-]P([O-])(=S)[S-]. Product: COC(=O)c1cccc(OCC(N)=S)c1. RXN SMILES: [C:20]([O:21][CH2:22][CH3:23])(=[O:24])[CH3:25].[C:6](#[N:7])[CH2:8][O:9][c:10]1[cH:11][c:12]([C:13](=[O:14])[O:15][CH3:16])[cH:17][cH:18][cH:19]1.[ClH:26].[P:1](=[S:2])([O-:3])([O-:4])[S-:5]>>[S:2]=[C:6]([NH2:7])[CH2:8][O:9][c:10]1[cH:11][c:12]([C:13](=[O:14])[O:15][CH3:16])[cH:17][cH:18][cH:19]1.